The task is: describe an organic reaction: reactants, conditions, products, and yield. This data is from the Open Reaction Database (ORD), a public repository of structured organic reaction records. The reactants are CS(C)=O, Clc1cccc(I)c1, [Cu]I, [K+], [K+], [K+], Nc1ncccc1-c1ccc(O)cc1, O, O=P([O-])([O-])[O-]. Product: Nc1ncccc1-c1ccc(Oc2cccc(Cl)c2)cc1. Reaction SMILES: [CH3:32][S:33]([CH3:34])=[O:35].[Cl:15][c:16]1[cH:17][c:18]([I:22])[cH:19][cH:20][cH:21]1.[Cu:36][I:37].[K+:28].[K+:29].[K+:30].[NH2:1][c:2]1[n:3][cH:4][cH:5][cH:6][c:7]1-[c:8]1[cH:9][cH:10][c:11]([OH:14])[cH:12][cH:13]1.[OH2:31].[P:23]([O-:24])([O-:25])([O-:26])=[O:27]>>[NH2:1][c:2]1[n:3][cH:4][cH:5][cH:6][c:7]1-[c:8]1[cH:9][cH:10][c:11]([O:14][c:18]2[cH:17][c:16]([Cl:15])[cH:21][cH:20][cH:19]2)[cH:12][cH:13]1. Product: CC=1NC(=C(C(C1C(=O)OCCN1CCN(CC1)C(C1=CC=C(C=C1)F)C1=CC=C(C=C1)F)C1=C(C=CC=C1)[N+](=O)[O-])C(=O)OC)C (2-[4-(4,4'-difluorobenzhydryl)-1-piperazinyl]ethyl methyl 2,6-dimethyl-4-(2-nitrophenyl)-1,4-dihydropyridine-3,5-dicarboxylate). Reaction SMILES: [N+:1]([C:4]1[CH:11]=[CH:10][CH:9]=[CH:8][C:5]=1[CH:6]=O)([O-:3])=[O:2].[C:12]([O:18][CH2:19][CH2:20][N:21]1[CH2:26][CH2:25][N:24]([CH:27]([C:35]2[CH:40]=[CH:39][C:38]([F:41])=[CH:37][CH:36]=2)[C:28]2[CH:33]=[CH:32][C:31]([F:34])=[CH:30][CH:29]=2)[CH2:23][CH2:22]1)(=[O:17])[CH2:13]C(C)=O.[NH2:42]/[C:43](/[CH3:49])=[CH:44]\[C:45]([O:47][CH3:48])=[O:46].[CH:50](O)(C)[CH3:51]>>[CH3:50][C:51]1[NH:42][C:43]([CH3:49])=[C:44]([C:45]([O:47][CH3:48])=[O:46])[CH:6]([C:5]2[CH:8]=[CH:9][CH:10]=[CH:11][C:4]=2[N+:1]([O-:3])=[O:2])[C:13]=1[C:12]([O:18][CH2:19][CH2:20][N:21]1[CH2:22][CH2:23][N:24]([CH:27]([C:35]2[CH:36]=[CH:37][C:38]([F:41])=[CH:39][CH:40]=2)[C:28]2[CH:33]=[CH:32][C:31]([F:34])=[CH:30][CH:29]=2)[CH2:25][CH2:26]1)=[O:17]. Reported procedure: A mixture of o-nitrobenzaldehyde, 2-[4-(4,4'-difluorobenzhydryl)-1-piperazinyl]ethyl acetoacetate and methyl 3-aminocrotonate was worked up in isopropyl alcohol in the same manner as Example 1 to give 2-[4-(4,4'-difluorobenzhydryl)-1-piperazinyl]ethyl methyl 2,6-dimethyl-4-(2-nitrophenyl)-1,4-dihydropyridine-3,5-dicarboxylate as a light yellow powder, m.p. 90°-93° C. (sintering). Yield 21.3%. IR(KBr)cm-1 : 3350, 1695. NMR(CDCl3) δ: 2.26(3H,s, ##STR22## 2.31(3H,s, ##STR23## 3.53(3H,s,COOCH3), 4.0... The reactants are [N+](=O)([O-])C1=C(C=O)C=CC=C1 (o-nitrobenzaldehyde), C(CC(=O)C)(=O)OCCN1CCN(CC1)C(C1=CC=C(C=C1)F)C1=CC=C(C=C1)F (2-[4-(4,4'-difluorobenzhydryl)-1-piperazinyl]ethyl acetoacetate), N\C(=C/C(=O)OC)\C (methyl 3-aminocrotonate), C(C)(C)O (isopropyl alcohol). Isolated yield 21.3%.